This data is from the Open Reaction Database (ORD), a public repository of structured organic reaction records. The task is: describe an organic reaction: reactants, conditions, products, and yield Reactants: C(C)(C)[Mg]Cl (isopropylmagnesium chloride), IC1=NN(C2=CC(=CC=C12)C)CCCN(C)C (3-(3-iodo-6-methyl-1H-indazol1-yl)-N,N-dimethylpropan-1-amine), C(CCC)[Sn](Cl)(CCCC)CCCC (tributylchlorostannane). Run in C1CCOC1 (THF). Reaction conditions: temperature -20 celsius, time 15 minute. Yields the product CN(CCCN1N=C(C2=CC=C(C=C12)C)[Sn](CCCC)(CCCC)CCCC)C (N,N-dimethyl-3-(6-methyl-3-(tributylstannyl)-1H-indazol-1-yl)propan-1-amine). Isolated yield 197.5%. RXN SMILES: I[C:2]1[C:10]2[C:5](=[CH:6][C:7]([CH3:11])=[CH:8][CH:9]=2)[N:4]([CH2:12][CH2:13][CH2:14][N:15]([CH3:17])[CH3:16])[N:3]=1.C([Mg]Cl)(C)C.[CH2:23]([Sn:27]([CH2:33][CH2:34][CH2:35][CH3:36])([CH2:29][CH2:30][CH2:31][CH3:32])Cl)[CH2:24][CH2:25][CH3:26]>C1COCC1>[CH3:16][N:15]([CH3:17])[CH2:14][CH2:13][CH2:12][N:4]1[C:5]2[C:10](=[CH:9][CH:8]=[C:7]([CH3:11])[CH:6]=2)[C:2]([Sn:27]([CH2:29][CH2:30][CH2:31][CH3:32])([CH2:33][CH2:34][CH2:35][CH3:36])[CH2:23][CH2:24][CH2:25][CH3:26])=[N:3]1. Procedure details: A solution of 3-(3-iodo-6-methyl-1H-indazol1-yl)-N,N-dimethylpropan-1-amine (400 mg, 1.2 mmol) in 20 mL of dry THF was cooled to −20° C. under nitrogen atmosphere, then isopropylmagnesium chloride (1.2 mL, 2.4 mmol, 2M in THF) was added and stirred for 15 min at −20° C. Then tributylchlorostannane (0.7 mL, 2.4 mmol) was added and allowed to warm to room temperature. The reaction was cooled in an ice bath and quenched with saturated ammonium chloride solution, product extracted with ethyl acetate...